describe an organic reaction: reactants, conditions, products, and yield From a dataset of the Open Reaction Database (ORD), a public repository of structured organic reaction records. The reactants are resultant mixture, C(C)(C)(C)OC(=O)N1CCN(CC1)CCCN (4-(3-Aminopropyl)-piperazine-1-carboxylic acid tert-butyl ester), S1C2=C(C=C1C1=NC(=NC=C1C)Cl)C=CC=C2 (4-(benzo[b]thiophen-2-yl)-2-chloro-5-methyl-pyrimidine), C(C)(C)N(CC)C(C)C (diisopropylethylamine). Run in O1CCOCC1 (1,4-dioxane). The product is C(C)(C)(C)OC(=O)N1CCN(CC1)CCC(C1=NC=C(C(=N1)C1=CC2=C(S1)C=CC=C2)C)N (4-{3-[4-(benzo[b]thiophen-2-yl)-5-methyl-pyrimidin-2-yl]-amino-propyl}-piperazine-1-carboxylic acid tert-butyl ester). Yield: 70.9%. Reaction SMILES: [C:1]([O:5][C:6]([N:8]1[CH2:13][CH2:12][N:11]([CH2:14][CH2:15][CH2:16][NH2:17])[CH2:10][CH2:9]1)=[O:7])([CH3:4])([CH3:3])[CH3:2].[S:18]1[C:22]([C:23]2[C:28]([CH3:29])=[CH:27][N:26]=[C:25](Cl)[N:24]=2)=[CH:21][C:20]2[CH:31]=[CH:32][CH:33]=[CH:34][C:19]1=2.C(N(C(C)C)CC)(C)C>O1CCOCC1>[C:1]([O:5][C:6]([N:8]1[CH2:9][CH2:10][N:11]([CH2:14][CH2:15][CH:16]([NH2:17])[C:25]2[N:24]=[C:23]([C:22]3[S:18][C:19]4[CH:34]=[CH:33][CH:32]=[CH:31][C:20]=4[CH:21]=3)[C:28]([CH3:29])=[CH:27][N:26]=2)[CH2:12][CH2:13]1)=[O:7])([CH3:4])([CH3:3])[CH3:2]. Reported procedure: 4-(3-Aminopropyl)-piperazine-1-carboxylic acid tert-butyl ester (261 mg, 1.07 mmol) is added to a stirred suspension of 4-(benzo[b]thiophen-2-yl)-2-chloro-5-methyl-pyrimidine (140 mg, 0.537 mmol) and diisopropylethylamine (140 μL, 0.805 mmol) in anhydrous 1,4-dioxane (3.5 mL) at ambient temperature under nitrogen. The resultant mixture is heated in an oil bath at 95° C. for 36 hours. At ambient temperature the mixture is concentrated and chromatographed on silica gel, eluting with 2 M NH3/CH3OH ... The reactants are CS(=O)(=O)c1cc(F)cc2c1c(-c1ccc(-c3ccccc3)cc1)c1n2CCC1CC(=O)O, OB(O)c1cccc(-c2ccccc2)c1. The product is CS(=O)(=O)c1cc(F)cc2c1c(-c1cccc(-c3ccccc3)c1)c1n2CCC1CC(=O)O. Reaction SMILES: [c:16]1(-[c:17]2[cH:18][cH:19][cH:20][cH:21][cH:43]2)[cH:44][cH:45][c:46](-[c:22]2[c:23]3[n:24]([c:25]4[cH:26][c:27]([F:35])[cH:28][c:29]([S:31](=[O:32])(=[O:33])[CH3:34])[c:30]24)[CH2:36][CH2:37][CH:38]3[CH2:39][C:40](=[O:41])[OH:42])[cH:47][cH:48]1.[c:1]1(-[c:10]2[cH:11][cH:12][cH:13][cH:14][cH:15]2)[cH:2][c:3]([B:7]([OH:8])[OH:9])[cH:4][cH:5][cH:6]1>>[c:1]1(-[c:10]2[cH:11][cH:12][cH:13][cH:14][cH:15]2)[cH:2][c:3](-[c:22]2[c:23]3[n:24]([c:25]4[cH:26][c:27]([F:35])[cH:28][c:29]([S:31](=[O:32])(=[O:33])[CH3:34])[c:30]24)[CH2:36][CH2:37][CH:38]3[CH2:39][C:40](=[O:41])[OH:42])[cH:4][cH:5][cH:6]1.